Dataset: the Open Reaction Database (ORD), a public repository of structured organic reaction records. Task: describe an organic reaction: reactants, conditions, products, and yield Reactants: c1ccc(CN(c2ccccc2)c2cccc3ccccc23)cc1, CN(c1ccccc1)c1cccc2ccccc12, CN(C)C=O, O=P(Cl)(Cl)Cl. Product: O=Cc1ccc(N(Cc2ccccc2)c2ccccc2)c2ccccc12. RXN SMILES: [CH2:19]([c:20]1[cH:21][cH:22][cH:23][cH:24][cH:25]1)[N:26]([c:27]1[cH:28][cH:29][cH:30][cH:31][cH:32]1)[c:33]1[cH:34][cH:35][cH:36][c:37]2[cH:38][cH:39][cH:40][cH:41][c:42]12.[CH3:1][N:2]([c:3]1[c:4]2[c:5]([cH:6][cH:7][cH:8][cH:9]2)[cH:10][cH:11][cH:12]1)[c:13]1[cH:14][cH:15][cH:16][cH:17][cH:18]1.[O:48]=[CH:49][N:50]([CH3:51])[CH3:52].[P:43]([Cl:44])([Cl:45])([Cl:46])=[O:47]>>[CH2:19]([c:20]1[cH:21][cH:22][cH:23][cH:24][cH:25]1)[N:26]([c:27]1[cH:28][cH:29][cH:30][cH:31][cH:32]1)[c:33]1[cH:34][cH:35][c:36]([CH:49]=[O:48])[c:37]2[cH:38][cH:39][cH:40][cH:41][c:42]12. Starting materials: ( 3.79 ), [Na+].[Cl-] (NaCl), OC1=C(C=CC(=C1CC=C(C)C)O)CCCC1=CC=C(C=C1)O (1-(2,4-Dihydroxy-3-prenylphenyl)-3-(4-hydroxyphenyl)propane), ( 100 ), ( 50 ), ( 24 ), ( 3.93 ), ( 3.92 ), CC(=CCC=1C(=CC=C2C1O[C@@H](CC2=O)C=3C=CC(=CC3O)O)O)C ((2S)-Euchrenone a7). The solvent is CO (MeOH), CO (MeOH), CO (MeOH). The product is C1[C@H](OC2=CC(=CC(=C2C1=O)O)O)C3=CC=C(C=C3)O ((2S)-Naringenin). Reaction SMILES: [Na+].[Cl-].[OH:3]C1C(CC=C(C)C)=C(O)C=CC=1CCCC1C=CC(O)=CC=1.CC(C)=CC[C:30]1[C:31]([OH:49])=[CH:32][CH:33]=[C:34]2[C:39](=[O:40])[CH2:38][C@@H:37]([C:41]3[CH:42]=[CH:43][C:44]([OH:48])=[CH:45][C:46]=3O)[O:36][C:35]=12>CO>[CH2:38]1[C:39](=[O:40])[C:34]2[C:35](=[CH:30][C:31]([OH:49])=[CH:32][C:33]=2[OH:3])[O:36][C@@H:37]1[C:41]1[CH:42]=[CH:43][C:44]([OH:48])=[CH:45][CH:46]=1 |f:0.1|. Procedure details: Colorless needles; [α]D20 −7.3° (c 0.15, MeOH); UV (MeOH) λmax (log ε) 288 (3.79), 226 (3.93), 216 (3.92) nm; CD (MeOH) nm Δε271 −5.5; IR (NaCl) γmax 3350, 2927, 1636, 1558 cm−1; 1H NMR (CD3OD, 500 MHz) δ 2.69 (1H, dd, J=2.9 and 17.1 Hz, H-3), 3.10 (1H, dd, J=13.0 and 17.2 Hz, H-3), 5.33 (1H, dd, J=2.9 and 12.9 Hz, H-2), 5.87 (1H, d, J=2.2 Hz, H-6), 5.88 (1H, d, J=2.2, 8.7 Hz, H-8), 6.80 (2H, d, J=8.6 Hz, H-3′), 7.30 (2H, d, J=8.4 Hz, H-2′); 13C NMR (CD3OD, 125 MHz) δ 42.6 (C-3), 79.1 (C-2), 94....